Dataset: the Open Reaction Database (ORD), a public repository of structured organic reaction records. Task: describe an organic reaction: reactants, conditions, products, and yield Reactants: BrC=1N=C2C(=NC1)N(C=C2[N+](=O)[O-])C(C2=CC=CC=C2)(C2=CC=CC=C2)C2=CC=CC=C2 (2-bromo-7-nitro-5-trityl-pyrrolo[2,3-b]pyrazine), [In] (indium), [In] (Indium), Cl (HCl). The solvent is O1CCCC1 (tetrahydrofuran), O (water). Yields the product BrC=1N=C2C(=NC1)N(C=C2N)C(C2=CC=CC=C2)(C2=CC=CC=C2)C2=CC=CC=C2 (2-bromo-5-trityl-pyrrolo[2,3-b]pyrazin-7-amine). As a reaction SMILES: [Br:1][C:2]1[N:3]=[C:4]2[C:10]([N+:11]([O-])=O)=[CH:9][N:8]([C:14]([C:27]3[CH:32]=[CH:31][CH:30]=[CH:29][CH:28]=3)([C:21]3[CH:26]=[CH:25][CH:24]=[CH:23][CH:22]=3)[C:15]3[CH:20]=[CH:19][CH:18]=[CH:17][CH:16]=3)[C:5]2=[N:6][CH:7]=1.[In].Cl>O1CCCC1.O>[Br:1][C:2]1[N:3]=[C:4]2[C:10]([NH2:11])=[CH:9][N:8]([C:14]([C:15]3[CH:20]=[CH:19][CH:18]=[CH:17][CH:16]=3)([C:27]3[CH:28]=[CH:29][CH:30]=[CH:31][CH:32]=3)[C:21]3[CH:22]=[CH:23][CH:24]=[CH:25][CH:26]=3)[C:5]2=[N:6][CH:7]=1. Procedure: 2-bromo-7-nitro-5-trityl-pyrrolo[2,3-b]pyrazine (5 g, 10.30 mmol) dissolved in tetrahydrofuran (200.0 mL)/water (50.00 mL) and indium (11.83 g, 103.0 mmol) then HCl (20.60 mL of 6 M, 123.6 mmol) added. Indium dissolves then precipitates out over 5 minutes. Reaction mixture is filtered through celite, washing with EtOAc. Filtrate basified by careful addition of NaHCO3. Emulsion forms and mixture is filtered again before layers separated. Aqueous is extracted with EtOAc. Combined organics dried an... Reactants: Cl.ClC1=NC2=C(C3=NC4=CC=CC(=C4C(N31)=O)F)C=CN2S(=O)(=O)C2=CC=C(C=C2)C (5-chloro-8-fluoro-3-[(4-methylphenyl)sulfonyl]pyrrolo[2′,3′:4,5]pyrimido[6,1-b]quinazolin-7(3H)-one hydrogen chloride), Cl.NC=1C=C(C=CC1OC)NC(CN(C)C)=O (N1-[3-amino-4-(methyloxy)phenyl]-N2,N2-dimethylglycinamide hydrogen chloride), [NH4+].[OH-] (NH4OH), C(Cl)(Cl)Cl (CHCl3), Cl.NC=1C=C(C=CC1OC)NC(CN(C)C)=O (N1-[3-amino-4-(methyloxy)phenyl]-N2,N2-dimethylglycinamide hydrogen chloride). Run in C1CCOC1 (THF), C1CCOC1 (THF), FC(CO)(F)F (2,2,2-trifluoroethanol). Run at temperature 80 celsius. Yields the product CN(CC(=O)NC=1C=CC(=C(C1)NC=1N=C(C2=C(N1)N(C=C2)S(=O)(=O)C2=CC=C(C=C2)C)NC2=C(C(=O)N)C(=CC=C2)F)OC)C (2-({2-{[5-[(N,N-dimethylglycyl)amino]-2-(methyloxy)phenyl]amino}-7-[(4-methylphenyl)sulfonyl]-7H-pyrrolo[2,3-d]pyrimidin-4-yl}amino)-6-fluorobenzamide). The yield is 67.0%. Reaction SMILES: Cl.Cl[C:3]1[N:16]2[C:7](=[N:8][C:9]3[C:14]([C:15]2=[O:17])=[C:13]([F:18])[CH:12]=[CH:11][CH:10]=3)[C:6]2[CH:19]=[CH:20][N:21]([S:22]([C:25]3[CH:30]=[CH:29][C:28]([CH3:31])=[CH:27][CH:26]=3)(=[O:24])=[O:23])[C:5]=2[N:4]=1.Cl.[NH2:33][C:34]1[CH:35]=[C:36]([NH:42][C:43](=[O:48])[CH2:44][N:45]([CH3:47])[CH3:46])[CH:37]=[CH:38][C:39]=1[O:40][CH3:41].[NH4+:49].[OH-].C(Cl)(Cl)Cl>C1COCC1.FC(F)(F)CO>[CH3:46][N:45]([CH3:47])[CH2:44][C:43]([NH:42][C:36]1[CH:37]=[CH:38][C:39]([O:40][CH3:41])=[C:34]([NH:33][C:3]2[N:16]=[C:7]([NH:8][C:9]3[CH:10]=[CH:11][CH:12]=[C:13]([F:18])[C:14]=3[C:15]([NH2:49])=[O:17])[C:6]3[CH:19]=[CH:20][N:21]([S:22]([C:25]4[CH:30]=[CH:29][C:28]([CH3:31])=[CH:27][CH:26]=4)(=[O:24])=[O:23])[C:5]=3[N:4]=2)[CH:35]=1)=[O:48] |f:0.1,2.3,4.5|. Procedure: A slurry of 5-chloro-8-fluoro-3-[(4-methylphenyl)sulfonyl]pyrrolo[2′,3′:4,5]pyrimido[6,1-b]quinazolin-7(3H)-one hydrogen chloride (400 mg, 0.835 mmol) and N1-[3-amino-4-(methyloxy)phenyl]-N2,N2-dimethylglycinamide hydrogen chloride (217 mg, 0.835 mmol) in THF (15 mL) in 2,2,2-trifluoroethanol (40 mL) was stirred at rt for 3 days. LCMS indicated incomplete reaction, therefore more N1-[3-amino-4-(methyloxy)phenyl]-N2,N2-dimethylglycinamide hydrogen chloride (115 mg, 0.24 mmol) was added and the re... The reactants are CC=1C=C(C=CC1)NC=1C2=C(N=CN1)C=NC(=N2)N2CCC(CC2)C(=O)O (4-[(3-Methylphenyl)amino]-6-(4-carboxy-1-piperidinyl)pyrimido[5,4-d]pyrimidine), N,N'-carbonyldiimidazole, N1CCOCC1 (morpholine). Product: CC=1C=C(C=CC1)NC=1C2=C(N=CN1)C=NC(=N2)N2CCC(CC2)C(=O)N2CCOCC2 (4-[(3-Methylphenyl)amino]-6-[4-(morpholino)carbonyl-1-piperidinyl]-pyrimido[5,4-d]pyrimidine). Reaction SMILES: [CH3:1][C:2]1[CH:3]=[C:4]([NH:8][C:9]2[C:10]3[N:18]=[C:17]([N:19]4[CH2:24][CH2:23][CH:22]([C:25](O)=[O:26])[CH2:21][CH2:20]4)[N:16]=[CH:15][C:11]=3[N:12]=[CH:13][N:14]=2)[CH:5]=[CH:6][CH:7]=1.[NH:28]1[CH2:33][CH2:32][O:31][CH2:30][CH2:29]1>>[CH3:1][C:2]1[CH:3]=[C:4]([NH:8][C:9]2[C:10]3[N:18]=[C:17]([N:19]4[CH2:24][CH2:23][CH:22]([C:25]([N:28]5[CH2:33][CH2:32][O:31][CH2:30][CH2:29]5)=[O:26])[CH2:21][CH2:20]4)[N:16]=[CH:15][C:11]=3[N:12]=[CH:13][N:14]=2)[CH:5]=[CH:6][CH:7]=1. Procedure: Prepared from compound 46 of Example 1 by reaction with N,N'-carbonyldiimidazole and morpholine. Reactants: [Br-], C1CCOC1, CC(C)[Mg+], N#Cc1cccc(I)c1, O=C1CCC2(CC1)OCCO2. Yields the product N#Cc1cccc(C2(O)CCC3(CC2)OCCO3)c1. RXN SMILES: [Br-:1].[CH2:26]1[O:27][CH2:28][CH2:29][CH2:30]1.[CH:2]([Mg+:3])([CH3:4])[CH3:5].[I:6][c:7]1[cH:8][c:9]([C:10]#[N:11])[cH:12][cH:13][cH:14]1.[O:15]1[CH2:16][CH2:17][O:18][C:19]12[CH2:20][CH2:21][C:22](=[O:25])[CH2:23][CH2:24]2>>[c:7]1([C:22]2([OH:25])[CH2:21][CH2:20][C:19]3([O:15][CH2:16][CH2:17][O:18]3)[CH2:24][CH2:23]2)[cH:8][c:9]([C:10]#[N:11])[cH:12][cH:13][cH:14]1. The reactants are BrC=1C=C(SC1)C(=O)NC1=C(C=CC(=C1)C(NC1CC1)=O)C (4-bromo-N-(5-(cyclopropylcarbamoyl)-2-methylphenyl)thiophene-2-carboxamide), N1=CC(=CC=C1)OB(O)C1=CC=CC=C1 (3-pyridylphenylboronic acid). The product is C1(CC1)NC(=O)C=1C=CC(=C(C1)NC(=O)C=1SC=C(C1)C=1C=NC=CC1)C (N-(5-(Cyclopropylcarbamoyl)-2-methylphenyl)-4-(pyridin-3-yl)thiophene-2-carboxamide). RXN SMILES: Br[C:2]1[CH:3]=[C:4]([C:7]([NH:9][C:10]2[CH:15]=[C:14]([C:16](=[O:21])[NH:17][CH:18]3[CH2:20][CH2:19]3)[CH:13]=[CH:12][C:11]=2[CH3:22])=[O:8])[S:5][CH:6]=1.[N:23]1[CH:28]=[CH:27][CH:26]=[C:25](OB(C2C=CC=CC=2)O)[CH:24]=1>>[CH:18]1([NH:17][C:16]([C:14]2[CH:13]=[CH:12][C:11]([CH3:22])=[C:10]([NH:9][C:7]([C:4]3[S:5][CH:6]=[C:2]([C:25]4[CH:24]=[N:23][CH:28]=[CH:27][CH:26]=4)[CH:3]=3)=[O:8])[CH:15]=2)=[O:21])[CH2:20][CH2:19]1. Procedure: The title compound was prepared by coupling 4-bromo-N-(5-(cyclopropylcarbamoyl)-2-methylphenyl)thiophene-2-carboxamide with commercially available 3-pyridylphenylboronic acid using the method described in Step B of Example 136 to afford a white solid (Example 204). HPLC Ret time=1.91 min. LCMS [M+H]+ 378.22. Starting materials: COCCc1cc(S(=O)(=O)Cl)sc1C, ClCCl, N. Yields the product COCCc1cc(S(N)(=O)=O)sc1C. RXN SMILES: [CH3:1][O:2][CH2:3][CH2:4][c:5]1[cH:6][c:7]([S:11](=[O:12])(=[O:13])[Cl:14])[s:8][c:9]1[CH3:10].[Cl:16][CH2:17][Cl:18].[NH3:15]>>[CH3:1][O:2][CH2:3][CH2:4][c:5]1[cH:6][c:7]([S:11](=[O:12])(=[O:13])[NH2:15])[s:8][c:9]1[CH3:10].